From a dataset of the Open Reaction Database (ORD), a public repository of structured organic reaction records. describe an organic reaction: reactants, conditions, products, and yield Reactants: c1ccc(-c2ccccc2P(C2CCCCC2)C2CCCCC2)cc1, Cc1nsc(Cl)n1, CC(=O)[O-], CC(=O)[O-], C1CC2(CCN1)OCCO2, C1COCCO1, [Pd+2]. Product: Cc1nsc(N2CCC3(CC2)OCCO3)n1. Reaction SMILES: [CH:1]1([P:2]([CH:3]2[CH2:4][CH2:5][CH2:6][CH2:7][CH2:8]2)[c:9]2[cH:10][cH:11][cH:12][cH:13][c:14]2-[c:15]2[cH:16][cH:17][cH:18][cH:19][cH:20]2)[CH2:21][CH2:22][CH2:23][CH2:24][CH2:25]1.[Cl:36][c:37]1[n:38][c:39]([CH3:42])[n:40][s:41]1.[O-:50][C:51]([CH3:52])=[O:53].[O-:54][C:55]([CH3:56])=[O:57].[O:26]1[CH2:27][CH2:28][O:29][C:30]12[CH2:31][CH2:32][NH:33][CH2:34][CH2:35]2.[O:43]1[CH2:44][CH2:45][O:46][CH2:47][CH2:48]1.[Pd+2:49]>>[O:26]1[CH2:27][CH2:28][O:29][C:30]12[CH2:31][CH2:32][N:33]([c:37]1[n:38][c:39]([CH3:42])[n:40][s:41]1)[CH2:34][CH2:35]2.